This data is from the Open Reaction Database (ORD), a public repository of structured organic reaction records. The task is: describe an organic reaction: reactants, conditions, products, and yield Reactants: FC(C1=CC=CC(=N1)N)(F)F (6-(trifluoromethyl)pyridin-2-amine), BrBr (bromine). Run in ClCCl (dichlormethane). Product: BrC=1C(=NC(=CC1)C(F)(F)F)N (3-Bromo-6-(trifluoromethyl)pyridin-2-amine), solid. Isolated yield 24.0%. RXN SMILES: [F:1][C:2]([F:11])([F:10])[C:3]1[N:8]=[C:7]([NH2:9])[CH:6]=[CH:5][CH:4]=1.[Br:12]Br>ClCCl>[Br:12][C:6]1[C:7]([NH2:9])=[N:8][C:3]([C:2]([F:1])([F:10])[F:11])=[CH:4][CH:5]=1. Reported procedure: A solution of 6-(trifluoromethyl)pyridin-2-amine (200 mg, 1.23 mmol) in dichlormethane (2.47 mL) was cooled to 0° C. and bromine (197 mg, 63.4 μL, 1.23 mmol) was slowly added within 30 minutes. After 25 hours at 0° C. the reaction mixture was extracted with saturated Na2S2O3 solution, water and brine, dried over Na2SO4 and concentrated in vacuo. The crude material was purified by flash chromatography over silica gel using CH2Cl2/MeOH (with 10% ammonia) as eluent. The title compound was obtained ...